From a dataset of the Open Reaction Database (ORD), a public repository of structured organic reaction records. describe an organic reaction: reactants, conditions, products, and yield Starting materials: C(CCCCCCCCCCCCC)C=1C=C(C=CC1)O (3-tetradecylphenol). Solvent: N1=CC=CC=C1 (pyridine), C(Cl)(Cl)Cl (chloroform). Conditions: time 24 hour. Product: C(CCCCC)(=O)OC1=CC(=CC=C1)CCCCCCCCCCCCCC (Hexanoic acid, 3-tetradecylphenyl ester). Yield: 195.2%. RXN SMILES: [CH2:1]([C:15]1[CH:16]=[C:17]([OH:21])[CH:18]=[CH:19][CH:20]=1)[CH2:2][CH2:3][CH2:4][CH2:5][CH2:6][CH2:7][CH2:8][CH2:9][CH2:10][CH2:11][CH2:12][CH2:13][CH3:14]>N1C=CC=CC=1.C(Cl)(Cl)Cl>[C:17]([O:21][C:17]1[CH:18]=[CH:19][CH:20]=[C:15]([CH2:1][CH2:2][CH2:3][CH2:4][CH2:5][CH2:6][CH2:7][CH2:8][CH2:9][CH2:10][CH2:11][CH2:12][CH2:13][CH3:14])[CH:16]=1)(=[O:21])[CH2:16][CH2:15][CH2:1][CH2:2][CH3:3]. Procedure details: To a solution of 10.73 g of 3-tetradecylphenol in 30 ml of pyridine was added 8.02 g of hexanoic anyhydride. The mixture was stirred 24 hours, then diluted with chloroform, washed with water, then saturated aqueous sodium bicarbonate, dried and the solvent evaporated, giving 14.01 g of the desired compound. Starting materials: CC(C)(C)OC(=O)N1CC(NC(=O)OCC2c3ccccc3-c3ccccc32)CC1C(=O)Nc1ccc(-n2ccccc2=O)cc1F, C1CCNCC1, ClCCl. Product: CC(C)(C)OC(=O)N1CC(N)CC1C(=O)Nc1ccc(-n2ccccc2=O)cc1F. Reaction SMILES: [C:1]([CH3:2])([CH3:3])([CH3:4])[O:5][C:6](=[O:7])[N:8]1[CH:9]([C:31]([NH:32][c:33]2[c:34]([F:46])[cH:35][c:36](-[n:39]3[c:40](=[O:45])[cH:41][cH:42][cH:43][cH:44]3)[cH:37][cH:38]2)=[O:47])[CH2:10][CH:11]([NH:13][C:14]([O:15][CH2:16][CH:17]2[c:18]3[cH:19][cH:20][cH:21][cH:22][c:23]3-[c:24]3[c:25]2[cH:26][cH:27][cH:28][cH:29]3)=[O:30])[CH2:12]1.[CH2:48]1[CH2:49][CH2:50][NH:51][CH2:52][CH2:53]1.[Cl:54][CH2:55][Cl:56]>>[C:1]([CH3:2])([CH3:3])([CH3:4])[O:5][C:6](=[O:7])[N:8]1[CH:9]([C:31]([NH:32][c:33]2[c:34]([F:46])[cH:35][c:36](-[n:39]3[c:40](=[O:45])[cH:41][cH:42][cH:43][cH:44]3)[cH:37][cH:38]2)=[O:47])[CH2:10][CH:11]([NH2:13])[CH2:12]1.